This data is from the Open Reaction Database (ORD), a public repository of structured organic reaction records. The task is: describe an organic reaction: reactants, conditions, products, and yield Conditions: time 8 hour. Solvent: CN(C)C=O (DMF). Product: N1(C=NC=C1)C1=NNC2=NC=C(C=C21)NC(C2=C(C(=CC=C2F)NS(=O)(=O)CCC)F)=O (N-(3-(1H-imidazol-1-yl)-1H-pyrazolo[3,4-b]pyridin-5-yl)-2,6-difluoro-3-(propylsulfonamido)benzamide). Procedure: 2,6-Difluoro-3-(propylsulfonamido)benzoic acid (140 mg, 0.495 mmol), HOBt.H2O (89 mg, 0.584 mmol), and EDCI (120 mg, 0.674 mmol) was added to 3-(1H-imidazol-1-yl)-1H-pyrazolo[3,4-b]pyridin-5-amine (90 mg, 0.450 mmol) in DMF (10 mL). The mixture was stirred at ambient temperature overnight. The reaction mixture was evaporated, and the residue partitioned between ethyl acetate and water. The ethyl acetate was washed with brine, dried over magnesium sulfate, filtered, and concentrated to an oil. Th... As a reaction SMILES: [F:1][C:2]1[C:10]([NH:11][S:12]([CH2:15][CH2:16][CH3:17])(=[O:14])=[O:13])=[CH:9][CH:8]=[C:7]([F:18])[C:3]=1[C:4]([OH:6])=O.C1C=CC2N(O)N=NC=2C=1.O.CCN=C=NCCCN(C)C.[N:41]1([C:46]2[C:54]3[C:49](=[N:50][CH:51]=[C:52]([NH2:55])[CH:53]=3)[NH:48][N:47]=2)[CH:45]=[CH:44][N:43]=[CH:42]1>CN(C=O)C>[N:41]1([C:46]2[C:54]3[C:49](=[N:50][CH:51]=[C:52]([NH:55][C:4](=[O:6])[C:3]4[C:7]([F:18])=[CH:8][CH:9]=[C:10]([NH:11][S:12]([CH2:15][CH2:16][CH3:17])(=[O:14])=[O:13])[C:2]=4[F:1])[CH:53]=3)[NH:48][N:47]=2)[CH:45]=[CH:44][N:43]=[CH:42]1. The yield is 27.8%. Reactants: FC1=C(C(=O)O)C(=CC=C1NS(=O)(=O)CCC)F (2,6-Difluoro-3-(propylsulfonamido)benzoic acid), C=1C=CC2=C(C1)N=NN2O (HOBt), O (H2O), CCN=C=NCCCN(C)C (EDCI), N1(C=NC=C1)C1=NNC2=NC=C(C=C21)N (3-(1H-imidazol-1-yl)-1H-pyrazolo[3,4-b]pyridin-5-amine). Reactants: C(C1=CC=CC=C1)C1=C(N=C(S1)NC(C1=CC(=CC(=C1)OC)OC)=O)C1=CC=C(C=C1)OC (N-[5-benzyl-4-(4-methoxy-phenyl)-thiazol-2-yl]-3,5-dimethoxy-benzamide), B(Br)(Br)Br (boron tribromide). The product is C(C1=CC=CC=C1)C1=C(N=C(S1)NC(C1=CC(=CC(=C1)O)O)=O)C1=CC=C(C=C1)O (N-[5-benzyl-4-(4-hydroxy-phenyl)-thiazol-2-yl]-3,5-dihydroxy-benzamide). Yield: 48.2%. Reaction SMILES: [CH2:1]([C:8]1[S:12][C:11]([NH:13][C:14](=[O:25])[C:15]2[CH:20]=[C:19]([O:21]C)[CH:18]=[C:17]([O:23]C)[CH:16]=2)=[N:10][C:9]=1[C:26]1[CH:31]=[CH:30][C:29]([O:32]C)=[CH:28][CH:27]=1)[C:2]1[CH:7]=[CH:6][CH:5]=[CH:4][CH:3]=1.B(Br)(Br)Br>>[CH2:1]([C:8]1[S:12][C:11]([NH:13][C:14](=[O:25])[C:15]2[CH:20]=[C:19]([OH:21])[CH:18]=[C:17]([OH:23])[CH:16]=2)=[N:10][C:9]=1[C:26]1[CH:27]=[CH:28][C:29]([OH:32])=[CH:30][CH:31]=1)[C:2]1[CH:7]=[CH:6][CH:5]=[CH:4][CH:3]=1. Reported procedure: A procedure similar to that in Example 7 was used. N-[5-benzyl-4-(4-methoxy-phenyl)-thiazol-2-yl]-3,5-dimethoxy-benzamide prepared in Example 43 and boron tribromide were used as starting materials. The obtained crude product was recrystallized with acetone to give a product as a white solid in a yield of 48.2%, mp: 262-263 └. 1H-NMR (DMSO-d6, 400 MHz) δ: 4.21 (2H, s, CH2), 6.44 (1H, t, J=2.12 Hz, ArH), 6.83 (2H, d, J=8.40 Hz, ArH), 6.88 (2H, d, J=2.24 Hz, ArH), 7.22˜7.26 (3H, m, ArH), 7.32˜7.35...